From a dataset of the Open Reaction Database (ORD), a public repository of structured organic reaction records. describe an organic reaction: reactants, conditions, products, and yield Starting materials: C(C)OC(NC1=C(C=C(C=C1)NCC=1SC(=CC1)Cl)I)=O ({4-[(5-Chloro-thiophen-2-ylmethyl)-amino]-2-iodophenyl}-carbamic acid ethyl ester), N1=CC(=CC2=CC=CC=C12)B(O)O (3-quinolineboronic acid), C([O-])([O-])=O.[K+].[K+] (potassium carbonate). The reagents and catalysts are C(C)(=O)[O-].[Pd+2].C(C)(=O)[O-] (palladium(II) acetate). Run in CC(=O)C (acetone). Run at temperature 125 celsius. Yields the product C(C)OC(NC1=C(C=C(C=C1)NCC=1SC(=CC1)Cl)C=1C=NC2=CC=CC=C2C1)=O ({4-[(5-Chloro-thiophen-2-ylmethyl)-amino]-2-quinolin-3-yl-phenyl}-carbamic acid ethyl ester). Yield: 33.2%. As a reaction SMILES: [CH2:1]([O:3][C:4](=[O:21])[NH:5][C:6]1[CH:11]=[CH:10][C:9]([NH:12][CH2:13][C:14]2[S:15][C:16]([Cl:19])=[CH:17][CH:18]=2)=[CH:8][C:7]=1I)[CH3:2].[N:22]1[C:31]2[C:26](=[CH:27][CH:28]=[CH:29][CH:30]=2)[CH:25]=[C:24](B(O)O)[CH:23]=1.C(=O)([O-])[O-].[K+].[K+]>C([O-])(=O)C.[Pd+2].C([O-])(=O)C.CC(C)=O>[CH2:1]([O:3][C:4](=[O:21])[NH:5][C:6]1[CH:11]=[CH:10][C:9]([NH:12][CH2:13][C:14]2[S:15][C:16]([Cl:19])=[CH:17][CH:18]=2)=[CH:8][C:7]=1[C:24]1[CH:23]=[N:22][C:31]2[C:26]([CH:25]=1)=[CH:27][CH:28]=[CH:29][CH:30]=2)[CH3:2] |f:2.3.4,5.6.7|. Procedure: {4-[(5-Chloro-thiophen-2-ylmethyl)-amino]-2-iodophenyl}-carbamic acid ethyl ester (15 mg), 3-quinolineboronic acid (29.7 mg), palladium(II) acetate (ca. 1 mg), potassium carbonate (0.035 mL, 5M aqueous solution), and acetone (2 mL) were mixed and heated in heated in a sealed glass tube in a microwave synthesizer for 10 minutes at 125° C. After cooling to room temperature, the reaction mixture was extracted with ethyl acetate (4 mL), the organic phase washed with water (2×2 mL), and brine (2×2 mL...